The task is: describe an organic reaction: reactants, conditions, products, and yield. This data is from the Open Reaction Database (ORD), a public repository of structured organic reaction records. The reactants are Cl (hydrochloric acid), ClS(=O)(=O)C=1C=C2CC(NC2=CC1)=O (5-chlorosulfonyl-2-oxindole), NC1=CC=CC=C1 (aniline), N1=CC=CC=C1 (pyridine). Run in ClCCl (dichloromethane), C(C)(=O)OCC (ethyl acetate). Reaction conditions: time 4 hour. The product is C1(=CC=CC=C1)NS(=O)(=O)C=1C=C2CC(NC2=CC1)=O (5-phenylaminosulfonyl-2-oxindole). Reaction SMILES: Cl[S:2]([C:5]1[CH:6]=[C:7]2[C:11](=[CH:12][CH:13]=1)[NH:10][C:9](=[O:14])[CH2:8]2)(=[O:4])=[O:3].[NH2:15][C:16]1[CH:21]=[CH:20][CH:19]=[CH:18][CH:17]=1.N1C=CC=CC=1.Cl>ClCCl.C(OCC)(=O)C>[C:16]1([NH:15][S:2]([C:5]2[CH:6]=[C:7]3[C:11](=[CH:12][CH:13]=2)[NH:10][C:9](=[O:14])[CH2:8]3)(=[O:4])=[O:3])[CH:21]=[CH:20][CH:19]=[CH:18][CH:17]=1. Reported procedure: A suspension of 5-chlorosulfonyl-2-oxindole (1.62 g, 7 mmol), aniline (0.782 mL, 8.4 mmol) and pyridine (1 mL) in dichloromethane (20 ml) was stirred at room temperature for 4 hours. The reaction mixture was diluted with ethyl acetate (300 mL) and acidified with 1N hydrochloric acid (16 mL). The organic layer was washed with sodium bicarbonate and brine, dried and concentrated. The residue was washed with ethanol (3 mL) and then chromatographed on silica gel eluting with methanol/dichloromethane... Reactants: CC1=C(C(NN1)=O)CC1=CC=C(C=C1)C=C1CC1 (5-methyl-4-{[4-(cyclopropylidenemethyl)phenyl]methyl}-1,2-dihydro-3H-pyrazol-3-one), CC(=O)OC[C@@H]1[C@H]([C@@H]([C@H]([C@H](O1)Br)OC(=O)C)OC(=O)C)OC(=O)C (acetobromo-α-D-glucose). Reagents/catalysts: C([O-])([O-])=O.[Ag+2] (silver carbonate). Run in O1CCCC1 (tetrahydrofuran). Run at temperature 60 celsius, time 8 hour. The product is CC1=C(C(=NN1)O[C@H]1[C@H](OC(C)=O)[C@@H](OC(C)=O)[C@H](OC(C)=O)[C@H](O1)COC(C)=O)CC1=CC=C(C=C1)C=C1CC1 (5-methyl-4-{[4-(cyclopropylidenemethyl)phenyl]methyl}-3-(2,3,4,6-tetra-O-acetyl-β-D-glucopyranosyloxy)-1H-pyrazole). Isolated yield 16.2%. Reaction SMILES: [CH3:1][C:2]1[NH:6][NH:5][C:4](=[O:7])[C:3]=1[CH2:8][C:9]1[CH:14]=[CH:13][C:12]([CH:15]=[C:16]2[CH2:18][CH2:17]2)=[CH:11][CH:10]=1.[CH3:19][C:20]([O:22][CH2:23][C@H:24]1[O:29][C@H:28](Br)[C@H:27]([O:31][C:32]([CH3:34])=[O:33])[C@@H:26]([O:35][C:36]([CH3:38])=[O:37])[C@@H:25]1[O:39][C:40]([CH3:42])=[O:41])=[O:21]>O1CCCC1.C(=O)([O-])[O-].[Ag+2]>[CH3:1][C:2]1[NH:6][N:5]=[C:4]([O:7][C@@H:28]2[O:29][C@H:24]([CH2:23][O:22][C:20](=[O:21])[CH3:19])[C@@H:25]([O:39][C:40](=[O:41])[CH3:42])[C@H:26]([O:35][C:36](=[O:37])[CH3:38])[C@H:27]2[O:31][C:32](=[O:33])[CH3:34])[C:3]=1[CH2:8][C:9]1[CH:10]=[CH:11][C:12]([CH:15]=[C:16]2[CH2:18][CH2:17]2)=[CH:13][CH:14]=1 |f:3.4|. Procedure: To a suspension of 5-methyl-4-{[4-(cyclopropylidenemethyl)phenyl]methyl}-1,2-dihydro-3H-pyrazol-3-one (0.026 g) and acetobromo-α-D-glucose (0.049 g) in tetrahydrofuran was added silver carbonate (0.036 g), and the mixture was stirred at 60° C. overnight under light shielding. The reaction mixture was purified by column chromatography on aminopropyl silica gel (eluent: tetrahydrofuran) and successively by column chromatography on silica gel (eluent: hexane/ethyl acetate=1/3) to give 5-methyl-4-{[... The reactants are BrC1=CC(=C(C=C1)CO)OC1CCCCC1 ((4-bromo-2-cyclohexyloxyphenyl)methanol), S(=O)(Cl)Cl (thionyl chloride), O (water). Run in ClCCl (dichloromethane). Conditions: time 1.5 hour. The product is BrC1=CC(=C(C=C1)CCl)OC1CCCCC1 (4-bromo-1-chloromethyl-2-cyclohexyloxybenzene). Isolated yield 96.2%. Reaction SMILES: [Br:1][C:2]1[CH:7]=[CH:6][C:5]([CH2:8]O)=[C:4]([O:10][CH:11]2[CH2:16][CH2:15][CH2:14][CH2:13][CH2:12]2)[CH:3]=1.S(Cl)([Cl:19])=O.O>ClCCl>[Br:1][C:2]1[CH:7]=[CH:6][C:5]([CH2:8][Cl:19])=[C:4]([O:10][CH:11]2[CH2:16][CH2:15][CH2:14][CH2:13][CH2:12]2)[CH:3]=1. Procedure details: To a solution of (4-bromo-2-cyclohexyloxyphenyl)methanol (5.46 g) in dichloromethane (16 ml) was added thionyl chloride (3.42 g) dropwise at 5° C. under nitrogen, and the mixture was stirred at the same temperature for 1.5 hours. The resulting mixture was poured into water and the aqueous layer was extracted with ethyl acetate. The organic layer was washed successively with saturated aqueous sodium bicarbonate and brine, dried over anhydrous magnesium sulfate and evaporated and dried in vacuo to... Reactants: C(C1=CC=C(C=C1)OC)(=O)[C@@]([C@@](C(=O)O)(O)C(C1=CC=C(C=C1)OC)=O)(O)C(=O)O.ClC=1C=C(C=CC1Cl)C1(CNCC1)CCO ((+)-3-(3,4-dichloro-phenyl)-3-(2-hydroxyethyl)-pyrrolidine (R, R)-di-p-anisoyltartaric acid), COC1=C(C(=C(C(=O)Cl)C=C1)OC)OC (trimethoxybenzoyl chloride), C(C)#N (acetonitrile), C([O-])(O)=O.[Na+] (sodium bicarbonate). Reported procedure: Combine (+)-3-(3,4-dichloro-phenyl)-3-(2-hydroxyethyl)-pyrrolidine (R, R)-di-p-anisoyltartaric acid salt (0.14 g, 0.21 mmol) ethyl acetate (15 mL, acetonitrile (6 mL), water, (6 mL) and sodium bicarbonate (0.09 g, 1.03 mmol). Cool to 0° C. in an ice-salt bath. Add trimethoxybenzoyl chloride (0.048 g, 0.21 mmol). After 30 minutes, warm to ambient temperature. After 30 minutes at ambient temperature, partition the reaction mixture between ethyl acetate and saturated aqueous sodium chloride solutio... RXN SMILES: C([C@](C(O)=O)(O)[C@](C(=O)C1C=CC(OC)=CC=1)(O)C(O)=O)(=O)C1C=CC(OC)=CC=1.[Cl:31][C:32]1[CH:33]=[C:34]([C:39]2([CH2:44][CH2:45][OH:46])[CH2:43][CH2:42][NH:41][CH2:40]2)[CH:35]=[CH:36][C:37]=1[Cl:38].C(#N)C.[C:50](=[O:53])(O)[O-].[Na+].[CH3:55][O:56][C:57]1[CH:65]=[CH:64][C:60]([C:61](Cl)=[O:62])=[C:59](OC)[C:58]=1[O:68][CH3:69]>O>[CH3:69][O:68][C:58]1[CH:59]=[C:60]([CH:64]=[C:65]([O:53][CH3:50])[C:57]=1[O:56][CH3:55])[C:61]([N:41]1[CH2:42][CH2:43][C:39]([C:34]2[CH:35]=[CH:36][C:37]([Cl:38])=[C:32]([Cl:31])[CH:33]=2)([CH2:44][CH2:45][OH:46])[CH2:40]1)=[O:62] |f:0.1,3.4|. Conditions: temperature 0 celsius, time 30 minute. Yields the product COC=1C=C(C(=O)N2CC(CC2)(CCO)C2=CC(=C(C=C2)Cl)Cl)C=C(C1OC)OC ((+)-1-(3,4,5-trimethoxy-benzoyl)-3-(3,4-dichloro-phenyl)-3-(2-hydroxy-ethyl)-pyrrolidine). Solvent: O (water). Reactants: CC=1SC=C(N1)C(N)=NO (2-methyl-thiazole-4-amidoxime), ClC1=C(SC=C1)C(=O)Cl (3-chloro-thiophene-2-carbonyl chloride). The product is ClC1=C(SC=C1)C1=NC(=NO1)C=1N=C(SC1)C (5-(3-Chloro-thiophen-2-yl)-3-(2-methyl-thiazol-4-yl)-[1,2,4]-oxadiazole), white solid. Yield: 40.0%. RXN SMILES: [CH3:1][C:2]1[S:3][CH:4]=[C:5]([C:7](=[N:9][OH:10])[NH2:8])[N:6]=1.[Cl:11][C:12]1[CH:16]=[CH:15][S:14][C:13]=1[C:17](Cl)=O>>[Cl:11][C:12]1[CH:16]=[CH:15][S:14][C:13]=1[C:17]1[O:10][N:9]=[C:7]([C:5]2[N:6]=[C:2]([CH3:1])[S:3][CH:4]=2)[N:8]=1. Procedure: The title compound was prepared from 2-methyl-thiazole-4-amidoxime (24.6 mg, 0.156 mmol) and 3-chloro-thiophene-2-carbonyl chloride (28.7 mg, 0.159 mmol) similar to Example 16, and yielded 18.2 mg (40%) of white solid. 1H NMR (CDCl3): 8.03 (s, 1H), 7.61 (d, J=5.49 Hz, 1H), 7.13 (d, J=5.22 Hz, 1H), 2.84 (s, 3H). The reactants are ClCC=1N=C(OC1)C=1N=CN2C1CN(C(C1=C2C=CC=C1)=O)C (3-(4-chloromethyl-oxazol-2-yl)-5-methyl-5,6-dihydro-4H-imidazo[1,5-a][1,4]benzodiazepin-6-one), C(CC)NCCC (dipropylamine). The solvent is O1CCCC1 (tetrahydrofuran). Product: C(CC)N(CCC)CC=1N=C(OC1)C=1N=CN2C1CN(C(C1=C2C=CC=C1)=O)C (3-(4-dipropylaminomethyl-oxazol-2-yl)-5-methyl-5,6-dihydro-4H-imidazo[1,5-a][1,4]benzodiazepin-6-one). Yield: 67.0%. Reaction SMILES: Cl[CH2:2][C:3]1[N:4]=[C:5]([C:8]2[N:9]=[CH:10][N:11]3[C:17]4[CH:18]=[CH:19][CH:20]=[CH:21][C:16]=4[C:15](=[O:22])[N:14]([CH3:23])[CH2:13][C:12]=23)[O:6][CH:7]=1.[CH2:24]([NH:27][CH2:28][CH2:29][CH3:30])[CH2:25][CH3:26]>O1CCCC1>[CH2:24]([N:27]([CH2:2][C:3]1[N:4]=[C:5]([C:8]2[N:9]=[CH:10][N:11]3[C:17]4[CH:18]=[CH:19][CH:20]=[CH:21][C:16]=4[C:15](=[O:22])[N:14]([CH3:23])[CH2:13][C:12]=23)[O:6][CH:7]=1)[CH2:28][CH2:29][CH3:30])[CH2:25][CH3:26]. Procedure details: 0.30 g (0.00091 mol) of 3-(4-chloromethyl-oxazol-2-yl)-5-methyl-5,6-dihydro-4H-imidazo[1,5-a][1,4]benzodiazepin-6-one was dissolved in 40 ml of tetrahydrofuran, treated with 2.5 ml (0.0183 mol) of dipropylamine and boiled at reflux for 20 hrs. The solution was completely freed from the solvents and the residue was chromatographed over silica gel with ethyl acetate/ethanol 9:1 as the eluent. There was obtained 0.24 g (67%) of 3-(4-dipropylaminomethyl-oxazol-2-yl)-5-methyl-5,6-dihydro-4H-imidazo[1... Starting materials: CCCCC(CC)CN, CC1=CC(=C(C#N)C#N)C=C(C)O1. Yields the product CCCCC(CC)CN1C(C)=CC(=C(C#N)C#N)C=C1C. As a reaction SMILES: [CH2:14]([CH3:15])[CH:16]([CH2:17][NH2:18])[CH2:19][CH2:20][CH2:21][CH3:22].[CH3:1][C:2]1=[CH:7][C:6](=[C:8]([C:9]#[N:10])[C:11]#[N:12])[CH:5]=[C:4]([CH3:13])[O:3]1>>[CH3:1][C:2]1=[CH:7][C:6](=[C:8]([C:9]#[N:10])[C:11]#[N:12])[CH:5]=[C:4]([CH3:13])[N:18]1[CH2:17][CH:16]([CH2:14][CH3:15])[CH2:19][CH2:20][CH2:21][CH3:22]. Reactants: C1CCOC1, NCC1CCCCC1, CCN(C(C)C)C(C)C, Cc1nc2c(o1)c(C(=O)O)cc1nc(Nc3c(Cl)cccc3Cl)[nH]c12, O=S(Cl)Cl. Product: Cc1nc2c(o1)c(C(=O)NCC1CCCCC1)cc1nc(Nc3c(Cl)cccc3Cl)[nH]c12. Reaction SMILES: [CH2:47]1[O:48][CH2:49][CH2:50][CH2:51]1.[CH:30]1([CH2:36][NH2:37])[CH2:31][CH2:32][CH2:33][CH2:34][CH2:35]1.[CH:38]([N:39]([CH2:40][CH3:41])[CH:42]([CH3:43])[CH3:44])([CH3:45])[CH3:46].[Cl:1][c:2]1[c:3]([NH:9][c:10]2[n:11][c:12]3[cH:13][c:14]([C:23](=[O:24])[OH:25])[c:15]4[c:16]([n:17][c:18]([CH3:20])[o:19]4)[c:21]3[nH:22]2)[c:4]([Cl:8])[cH:5][cH:6][cH:7]1.[S:26]([Cl:27])([Cl:28])=[O:29]>>[Cl:1][c:2]1[c:3]([NH:9][c:10]2[n:11][c:12]3[cH:13][c:14]([C:23](=[O:25])[NH:37][CH2:36][CH:30]4[CH2:31][CH2:32][CH2:33][CH2:34][CH2:35]4)[c:15]4[c:16]([n:17][c:18]([CH3:20])[o:19]4)[c:21]3[nH:22]2)[c:4]([Cl:8])[cH:5][cH:6][cH:7]1. Reactants: NCC=1C=NC=CC1 (3-(aminomethyl)pyridine), CC1(N=CSC1)CN (1-(4-methyl-1,3-thiazole-4-yl)methylamine), FC1(C(C1)CN1C(N(CC1)C=1SC(=C(N1)C)C(=O)O)=O)F (2-(3-((2,2-difluorocyclopropyl)methyl)-2-oxoimidazolidin-1-yl)-4-methylthiazole-5-carboxylic acid). Product: FC1(C(C1)CN1C(N(CC1)C=1SC(=C(N1)C)C(=O)NCC=1SC=C(N1)C)=O)F (2-(3-((2,2-difluorocyclopropyl)methyl)-2-oxoimidazolidin-1-yl)-4-methyl-N-((4-methylthiazol-2-yl)methyl)thiazole-5-carboxamide). The yield is 77.0%. Reaction SMILES: [NH2:1][CH2:2]C1C=NC=CC=1.C[C:10]1([CH2:15]N)[CH2:14][S:13][CH:12]=[N:11]1.[F:17][C:18]1([F:37])[CH2:20][CH:19]1[CH2:21][N:22]1[CH2:26][CH2:25][N:24]([C:27]2[S:28][C:29]([C:33]([OH:35])=O)=[C:30]([CH3:32])[N:31]=2)[C:23]1=[O:36]>>[F:37][C:18]1([F:17])[CH2:20][CH:19]1[CH2:21][N:22]1[CH2:26][CH2:25][N:24]([C:27]2[S:28][C:29]([C:33]([NH:1][CH2:2][C:12]3[S:13][CH:14]=[C:10]([CH3:15])[N:11]=3)=[O:35])=[C:30]([CH3:32])[N:31]=2)[C:23]1=[O:36]. Procedure details: Following the procedure as describe in Example 16, making variations as required to replace 3-(aminomethyl)pyridine with 1-(4-methyl-1,3-thiazole-4-yl)methylamine to react with 2-(3-((2,2-difluorocyclopropyl)methyl)-2-oxoimidazolidin-1-yl)-4-methylthiazole-5-carboxylic acid, the title compound was obtained as a colourless solid in 77% yield: mp 157-159° C.; 1H NMR (300 MHz, DMSO-d6) δ 8.42 (t, J=6.0 Hz, 1H), 7.11 (s, 1H), 4.36 (d, J=6.0 Hz, 1H), 4.02-3.96 (m, 2H), 3.64-3.47 (m, 3H), 3.20-3.12 (m...